This data is from the Open Reaction Database (ORD), a public repository of structured organic reaction records. The task is: describe an organic reaction: reactants, conditions, products, and yield Reactants: ClC=1C(=C(C(=O)OC)C=CC1)C (methyl 3-chloro-2-methylbenzoate), [H-].[Al+3].[Li+].[H-].[H-].[H-] (lithium aluminium hydride), O (Water), [OH-].[Na+] (NaOH). The solvent is O1CCCC1 (Tetrahydrofuran), O1CCCC1 (THF). Reaction conditions: temperature 0 celsius, time 0.5 hour. Product: ClC=1C(=C(C=CC1)CO)C ((3-Chloro-2-methylphenyl)methanol). Isolated yield 94.3%. As a reaction SMILES: [H-].[Al+3].[Li+].[H-].[H-].[H-].[Cl:7][C:8]1[C:9]([CH3:18])=[C:10]([CH:15]=[CH:16][CH:17]=1)[C:11](OC)=[O:12].O.[OH-].[Na+]>O1CCCC1>[Cl:7][C:8]1[C:9]([CH3:18])=[C:10]([CH2:11][OH:12])[CH:15]=[CH:16][CH:17]=1 |f:0.1.2.3.4.5,8.9|. Reported procedure: A solution of lithium aluminium hydride (29.8 mL, 29.8 mmol) in THF was cooled to 0° C., and a solution of methyl 3-chloro-2-methylbenzoate (2.5 g, 13.54 mmol) in Tetrahydrofuran (THF) (20 mL) was added dropwise. The mixture was stirred at 0° C. for half hour, warmed up to RT gradually, and stirred at RT for 2 hours. Water and 6N NaOH (4 ml) were added to quench the reaction. The mixture was filtered and the filtrate was concentrated to afford the crude product as a white solid (2.0 g, 94%). 1H ... Reactants: C1=C(C=CC=2OC3=C(C21)CCCCCC3)N (6,7,8,9,10,11-Hexahydro-benzo[b]-cycloocta[d]furan-2-ylamine), O1C(=CC=C1)C(=O)Cl (2-furoyl chloride), poly(vinylpyridine). Solvent: ClCCl (dichloromethane). Yields the product C1=C(C=CC=2OC3=C(C21)CCCCCC3)NC(=O)C=3OC=CC3 (N-(6,7,8,9,10,11-hexahydrobenzo[b]cycloocta[d]furan-2-yl)-2-furamide). Isolated yield 79.6%. Reaction SMILES: [CH:1]1[C:9]2[C:8]3[CH2:10][CH2:11][CH2:12][CH2:13][CH2:14][CH2:15][C:7]=3[O:6][C:5]=2[CH:4]=[CH:3][C:2]=1[NH2:16].[O:17]1[CH:21]=[CH:20][CH:19]=[C:18]1[C:22](Cl)=[O:23]>ClCCl>[CH:1]1[C:9]2[C:8]3[CH2:10][CH2:11][CH2:12][CH2:13][CH2:14][CH2:15][C:7]=3[O:6][C:5]=2[CH:4]=[CH:3][C:2]=1[NH:16][C:22]([C:18]1[O:17][CH:21]=[CH:20][CH:19]=1)=[O:23]. Procedure: Following the procedure of Example 1, 6,7,8,9,10,11-Hexahydro-benzo[b]-cycloocta[d]furan-2-ylamine (0.15 g, 0.69 mmol), 2-furoyl chloride (0.075 mL, 0.76 mmol), and poly(vinylpyridine) (0.5 g) in dichloromethane (12 mL) provided N-(6,7,8,9,10,11-hexahydrobenzo[b]cycloocta[d]furan-2-yl)-2-furamide (0.17 g). MS (ESI) m/z 310 ([M+H]+). The reactants are ClC=1C=CC(=C(C(=O)Cl)C1)OC (5-Chloro-2-methoxybenzoyl chloride), NCCO (2-aminoethanol), [OH-].[Na+] (sodium hydroxide). The solvent is Cl (hydrochloric acid). Run at time 2 hour. The product is ClC=1C=CC(=C(C(=O)NCCO)C1)OC (2-(N-(5-Chloro-2-methoxybenzoyl)amino)ethanol). RXN SMILES: [Cl:1][C:2]1[CH:3]=[CH:4][C:5]([O:11][CH3:12])=[C:6]([CH:10]=1)[C:7](Cl)=[O:8].[NH2:13][CH2:14][CH2:15][OH:16].[OH-].[Na+]>Cl>[Cl:1][C:2]1[CH:3]=[CH:4][C:5]([O:11][CH3:12])=[C:6]([CH:10]=1)[C:7]([NH:13][CH2:14][CH2:15][OH:16])=[O:8] |f:2.3|. Procedure: 5-Chloro-2-methoxybenzoyl chloride (5.0 g) was added to a vigorously stirred mixture of 2-aminoethanol (10.12 g, 10 ml) and sodium hydroxide solution (1M, 100 ml). Stirring was continued for 2 hours at room temperature, then dilute hydrochloric acid (10% v/v, 100 ml) was added and the mixture extracted with dichloromethane (3×200 ml). The combined dichloromethane layers were dried (MgSO4) and evaporated, and the resulting oil chromatographed on silica gel with 1% methanol in dichloromethane as s... Reaction conditions: time 4 hour. The product is C(C1=CC=CC=C1)OC(=O)N[C@H](C)C1=C(C=C(C(=O)Cl)C=C1)F ((R)-4-(1-benzyloxycarbonylaminoethyl)-3-fluorobenzoyl chloride). Starting materials: S(=O)(Cl)Cl (Thionyl chloride), C(C1=CC=CC=C1)OC(=O)N[C@H](C)C1=C(C=C(C(=O)O)C=C1)F ((R)-4-(1-benzyloxycarbonylaminoethyl)-3-fluorobenzoic acid). Reaction SMILES: S(Cl)([Cl:3])=O.[CH2:5]([O:12][C:13]([NH:15][C@@H:16]([C:18]1[CH:26]=[CH:25][C:21]([C:22](O)=[O:23])=[CH:20][C:19]=1[F:27])[CH3:17])=[O:14])[C:6]1[CH:11]=[CH:10][CH:9]=[CH:8][CH:7]=1>CN(C)C=O.ClCCl>[CH2:5]([O:12][C:13]([NH:15][C@@H:16]([C:18]1[CH:26]=[CH:25][C:21]([C:22]([Cl:3])=[O:23])=[CH:20][C:19]=1[F:27])[CH3:17])=[O:14])[C:6]1[CH:11]=[CH:10][CH:9]=[CH:8][CH:7]=1. Reagents/catalysts: CN(C=O)C (dimethylformamide). Run in ClCCl (dichloromethane). Procedure: Thionyl chloride (7 ml) and dimethylformamide (1 drop) were added to a solution of (R)-4-(1-benzyloxycarbonylaminoethyl)-3-fluorobenzoic acid (520 mg) in dichloromethane (7 ml), and the mixture was stirred at room temperature for 4 hours. After the reaction, the solvent was evaporated under reduced pressure to give (R)-4-(1-benzyloxycarbonylaminoethyl)-3-fluorobenzoyl chloride as crystals. Then, the crystals were dissolved in dichloromethane (12 ml), and the solution was dropwise added to a solu...